Task: describe an organic reaction: reactants, conditions, products, and yield. Dataset: the Open Reaction Database (ORD), a public repository of structured organic reaction records Starting materials: CC(=O)Nc1ccc(Oc2ccnc3c2c(Br)cn3S(=O)(=O)c2ccc(C)cc2)c(F)c1, O=C([O-])[O-], O=C([O-])O, C=CB(OCCCC)OCCCC, [K+], [K+], [Na+], CN(C)C=O. Product: C=Cc1cn(S(=O)(=O)c2ccc(C)cc2)c2nccc(Oc3ccc(NC(C)=O)cc3F)c12. Reaction SMILES: [Br:1][c:2]1[cH:3][n:4]([S:23](=[O:24])(=[O:25])[c:26]2[cH:27][cH:28][c:29]([CH3:32])[cH:30][cH:31]2)[c:5]2[n:6][cH:7][cH:8][c:9]([O:11][c:12]3[c:13]([F:22])[cH:14][c:15]([NH:18][C:19]([CH3:20])=[O:21])[cH:16][cH:17]3)[c:10]12.[C:33](=[O:34])([O-:35])[O-:36].[C:52](=[O:53])([OH:54])[O-:55].[CH:39](=[CH2:40])[B:41]([O:42][CH2:43][CH2:44][CH2:45][CH3:46])[O:47][CH2:48][CH2:49][CH2:50][CH3:51].[K+:37].[K+:38].[Na+:56].[O:57]=[CH:58][N:59]([CH3:60])[CH3:61]>>[c:2]1([CH:39]=[CH2:40])[cH:3][n:4]([S:23](=[O:24])(=[O:25])[c:26]2[cH:27][cH:28][c:29]([CH3:32])[cH:30][cH:31]2)[c:5]2[n:6][cH:7][cH:8][c:9]([O:11][c:12]3[c:13]([F:22])[cH:14][c:15]([NH:18][C:19]([CH3:20])=[O:21])[cH:16][cH:17]3)[c:10]12.